This data is from the Open Reaction Database (ORD), a public repository of structured organic reaction records. The task is: describe an organic reaction: reactants, conditions, products, and yield Starting materials: ClCCCBr, CSc1nc2ccccc2[nH]1, CC(=O)CC(C)C, [Na+], [Na+], O=C([O-])[O-], O. The product is CSc1nc2ccccc2n1CCCCl. Reaction SMILES: [Br:12][CH2:13][CH2:14][CH2:15][Cl:16].[CH3:1][S:2][c:3]1[n:4][c:5]2[c:6]([nH:7]1)[cH:8][cH:9][cH:10][cH:11]2.[CH3:23][CH:24]([CH3:25])[CH2:26][C:27](=[O:28])[CH3:29].[Na+:17].[Na+:18].[O-:19][C:20](=[O:21])[O-:22].[OH2:30]>>[CH3:1][S:2][c:3]1[n:4][c:5]2[c:6]([n:7]1[CH2:13][CH2:14][CH2:15][Cl:16])[cH:8][cH:9][cH:10][cH:11]2. The reactants are C(C1=CC=CC=C1)OC(NC=C)=O (N-vinyl-carbamic acid benzyl ester), C1(=CC=CC=C1)C (toluene), N1(N=NC2=C1C=CC=C2)C(CC)NC2=CC=C(C=C2)C(F)(F)F ((1-Benzotriazol-1-yl-propyl)-(4-trifluoromethyl-phenyl)-amine), O.C1(=CC=C(C=C1)S(=O)(=O)O)C (p-toluenesulfonic acid monohydrate). Run in C(C)(=O)OCC (Ethyl acetate). Conditions: temperature 70 celsius, time 2 hour. Yields the product C(C1=CC=CC=C1)OC(N[C@@H]1C[C@@H](NC2=CC=C(C=C12)C(F)(F)F)CC)=O (cis-(2-Ethyl-6-trifluoromethyl-1,2,3,4-tetrahydro-quinolin4-yl)-carbamic acid benzyl ester), powder. Yield: 76.0%. As a reaction SMILES: [CH2:1]([O:8][C:9](=[O:13])[NH:10][CH:11]=[CH2:12])[C:2]1[CH:7]=[CH:6][CH:5]=[CH:4][CH:3]=1.C1(C)C=CC=CC=1.N1([CH:30]([NH:33][C:34]2[CH:39]=[CH:38][C:37]([C:40]([F:43])([F:42])[F:41])=[CH:36][CH:35]=2)[CH2:31][CH3:32])C2C=CC=CC=2N=N1.O.C1(C)C=CC(S(O)(=O)=O)=CC=1>C(OCC)(=O)C>[CH2:1]([O:8][C:9](=[O:13])[NH:10][C@H:11]1[C:35]2[C:34](=[CH:39][CH:38]=[C:37]([C:40]([F:41])([F:42])[F:43])[CH:36]=2)[NH:33][C@@H:30]([CH2:31][CH3:32])[CH2:12]1)[C:2]1[CH:7]=[CH:6][CH:5]=[CH:4][CH:3]=1 |f:3.4|. Reported procedure: A one liter, four neck flask under nitrogen atmosphere was charged with N-vinyl-carbamic acid benzyl ester (27.66 g, 156 mmol, 1.0 equiv) and dry toluene (500 mL). (1-Benzotriazol-1-yl-propyl)-(4-trifluoromethyl-phenyl)-amine (50.0 g, 156 mmol, 1.0 equiv) and p-toluenesulfonic acid monohydrate (297 mg, 1.56 mmol, 0.01 equiv) were added, and the mixture heated to 70° C. After 2 h, the mixture was cooled to room temperature and transferred to a separatory funnel. Ethyl acetate (500 mL) was added. ... Starting materials: C1CCOC1, O=C(O)Cn1cc(C(=O)N2CCC(c3ccccc3OC(F)(F)F)CC2)c2ccc(Cl)cc21, N. The product is NC(=O)Cn1cc(C(=O)N2CCC(c3ccccc3OC(F)(F)F)CC2)c2ccc(Cl)cc21. As a reaction SMILES: [CH2:35]1[O:36][CH2:37][CH2:38][CH2:39]1.[Cl:1][c:2]1[cH:3][cH:4][c:5]2[c:6]([C:15](=[O:16])[N:17]3[CH2:18][CH2:19][CH:20]([c:23]4[c:24]([O:29][C:30]([F:31])([F:32])[F:33])[cH:25][cH:26][cH:27][cH:28]4)[CH2:21][CH2:22]3)[cH:7][n:8]([CH2:11][C:12](=[O:13])[OH:14])[c:9]2[cH:10]1.[NH3:34]>>[Cl:1][c:2]1[cH:3][cH:4][c:5]2[c:6]([C:15](=[O:16])[N:17]3[CH2:18][CH2:19][CH:20]([c:23]4[c:24]([O:29][C:30]([F:31])([F:32])[F:33])[cH:25][cH:26][cH:27][cH:28]4)[CH2:21][CH2:22]3)[cH:7][n:8]([CH2:11][C:12](=[O:14])[NH2:34])[c:9]2[cH:10]1. The reactants are [Si](C)(C)(C(C)(C)C)O[C@@H]1[C@H](CC[C@@H](C1)O)NC(OC(C)(C)C)=O (tert-Butyl(1S,2S,4S)-2-(tert-butyldimethylsilyloxy)-4-hydroxycyclohexylcarbamate), [Si](C)(C)(C(C)(C)C)O[C@H]1[C@@H](CC[C@@H](C1)O)NC(OC(C)(C)C)=O (tert-Butyl (1R,2R,4S)-2-(tert-butyldimethylsilyloxy)-4-hydroxycyclohexylcarbamate), [Si](C)(C)(C(C)(C)C)O[C@H]1[C@@H](CC[C@@H](C1)O)NC(OC(C)(C)C)=O (tert-Butyl (1R,2R,4S)-2-(tert-butyldimethylsilyloxy)-4-hydroxycyclohexylcarbamate). The product is [Si](C)(C)(C(C)(C)C)O[C@@H]1[C@H](CCC(C1)=O)NC(OC(C)(C)C)=O (tert-Butyl (1S,2S)-2-(tert-butyldimethylsilyloxy)-4-oxocyclohexylcarbamate). RXN SMILES: [Si:1]([O:8][C@H:9]1[CH2:14][C@@H:13]([OH:15])[CH2:12][CH2:11][C@@H:10]1[NH:16][C:17](=[O:23])[O:18][C:19]([CH3:22])([CH3:21])[CH3:20])([C:4]([CH3:7])([CH3:6])[CH3:5])([CH3:3])[CH3:2].[Si](O[C@@H]1C[C@@H](O)CC[C@H]1NC(=O)OC(C)(C)C)(C(C)(C)C)(C)C>>[Si:1]([O:8][C@H:9]1[CH2:14][C:13](=[O:15])[CH2:12][CH2:11][C@@H:10]1[NH:16][C:17](=[O:23])[O:18][C:19]([CH3:22])([CH3:21])[CH3:20])([C:4]([CH3:7])([CH3:6])[CH3:5])([CH3:3])[CH3:2]. Procedure: tert-Butyl (1S,2S)-2-(tert-butyldimethylsilyloxy)-4-oxocyclohexylcarbamate was prepared from tert-butyl (1S,2S,4S)-2-(tert-butyldimethylsilyloxy)-4-hydroxycyclohexylcarbamate (41A) as described in 40A. It was converted to the product as described in 40A. Starting materials: Cc1c(C(O)Cc2ccccc2)cc(I)n(CC#C[Si](C)(C)C(C)(C)C)c1=O, CN(C)c1ccncc1, CCCCCCCC[Si](C)(C)Cl, ClCCl. Yields the product CCCCCCCC[Si](C)(C)OC(Cc1ccccc1)c1cc(I)n(CC#C[Si](C)(C)C(C)(C)C)c(=O)c1C. Reaction SMILES: [C:1]([CH3:2])([CH3:3])([CH3:4])[Si:5]([C:6]#[C:7][CH2:8][n:9]1[c:10](=[O:26])[c:11]([CH3:25])[c:12]([CH:16]([CH2:17][c:18]2[cH:19][cH:20][cH:21][cH:22][cH:23]2)[OH:24])[cH:13][c:14]1[I:15])([CH3:27])[CH3:28].[CH3:41][N:42]([CH3:43])[c:44]1[cH:45][cH:46][n:47][cH:48][cH:49]1.[Cl:29][Si:30]([CH2:31][CH2:32][CH2:33][CH2:34][CH2:35][CH2:36][CH2:37][CH3:38])([CH3:39])[CH3:40].[Cl:50][CH2:51][Cl:52]>>[C:1]([CH3:2])([CH3:3])([CH3:4])[Si:5]([C:6]#[C:7][CH2:8][n:9]1[c:10](=[O:26])[c:11]([CH3:25])[c:12]([CH:16]([CH2:17][c:18]2[cH:19][cH:20][cH:21][cH:22][cH:23]2)[O:24][Si:30]([CH2:31][CH2:32][CH2:33][CH2:34][CH2:35][CH2:36][CH2:37][CH3:38])([CH3:39])[CH3:40])[cH:13][c:14]1[I:15])([CH3:27])[CH3:28]. The product is N1=CC(=CC=C1)CNS(=O)(=O)C=1C=C(C=CC1)NC(=O)C=1C=NN2C1N=C(C=C2C(F)(F)F)C2=CC=C(C=C2)C(F)(F)F (7-Trifluoromethyl-5-(4-trifluoromethyl-phenyl)-pyrazolo[1,5-a]pyrimidine-3-carboxylic acid{3-[(pyridin-3-ylmethyl)-sulfamoyl]-phenyl}-amide). As a reaction SMILES: [F:1][C:2]([F:26])([F:25])[C:3]1[N:8]2[N:9]=[CH:10][C:11]([C:12](O)=[O:13])=[C:7]2[N:6]=[C:5]([C:15]2[CH:20]=[CH:19][C:18]([C:21]([F:24])([F:23])[F:22])=[CH:17][CH:16]=2)[CH:4]=1.[NH2:27][C:28]1[CH:29]=[C:30]([S:34]([NH:37][CH2:38][C:39]2[CH:40]=[N:41][CH:42]=[CH:43][CH:44]=2)(=[O:36])=[O:35])[CH:31]=[CH:32][CH:33]=1>>[N:41]1[CH:42]=[CH:43][CH:44]=[C:39]([CH2:38][NH:37][S:34]([C:30]2[CH:29]=[C:28]([NH:27][C:12]([C:11]3[CH:10]=[N:9][N:8]4[C:3]([C:2]([F:26])([F:25])[F:1])=[CH:4][C:5]([C:15]5[CH:20]=[CH:19][C:18]([C:21]([F:24])([F:22])[F:23])=[CH:17][CH:16]=5)=[N:6][C:7]=34)=[O:13])[CH:33]=[CH:32][CH:31]=2)(=[O:36])=[O:35])[CH:40]=1. Reactants: FC(C1=CC(=NC=2N1N=CC2C(=O)O)C2=CC=C(C=C2)C(F)(F)F)(F)F (7-trifluoromethyl-5-(4-trifluoromethyl-phenyl)-pyrazolo[1,5-a]pyrimidine-3-carboxylic acid), NC=1C=C(C=CC1)S(=O)(=O)NCC=1C=NC=CC1 (3-amino-N-pyridin-3-ylmethyl-benzenesulfonamide). Procedure: The title compound was prepared from 7-trifluoromethyl-5-(4-trifluoromethyl-phenyl)-pyrazolo[1,5-a]pyrimidine-3-carboxylic acid (example C.2) and 3-amino-N-pyridin-3-ylmethyl-benzenesulfonamide (example B.5) according to general procedure II. Yellow solid. MS (ISP) 619.2 [(M−H−]; mp 257° C. Starting materials: O=C([O-])O, CCN=C=NCCCN(C)C, CC1(c2cccc(NS(C)(=O)=O)c2)C2CNCC21, CN(C)C=O, O=C(O)CCc1ccccc1Cl, Cl, Cl, [Na+], O, On1nnc2ccccc21. The product is CC1(c2cccc(NS(C)(=O)=O)c2)C2CN(C(=O)CCc3ccccc3Cl)CC21. RXN SMILES: [C:55](=[O:56])([O-:57])[OH:58].[CH3:25][N:26]([CH3:27])[CH2:28][CH2:29][CH2:30][N:31]=[C:32]=[N:33][CH2:34][CH3:35].[CH3:37][C:38]1([c:44]2[cH:45][c:46]([NH:50][S:51](=[O:52])(=[O:53])[CH3:54])[cH:47][cH:48][cH:49]2)[CH:39]2[CH2:40][NH:41][CH2:42][CH:43]12.[CH3:60][N:61]([CH3:62])[CH:63]=[O:64].[Cl:1][c:2]1[c:3]([CH2:8][CH2:9][C:10](=[O:11])[OH:12])[cH:4][cH:5][cH:6][cH:7]1.[ClH:24].[ClH:36].[Na+:59].[OH2:13].[OH:14][n:15]1[c:16]2[cH:17][cH:18][cH:19][cH:20][c:21]2[n:22][n:23]1>>[Cl:1][c:2]1[c:3]([CH2:8][CH2:9][C:10](=[O:12])[N:41]2[CH2:40][CH:39]3[C:38]([CH3:37])([c:44]4[cH:45][c:46]([NH:50][S:51](=[O:52])(=[O:53])[CH3:54])[cH:47][cH:48][cH:49]4)[CH:43]3[CH2:42]2)[cH:4][cH:5][cH:6][cH:7]1. The reactants are COC(=O)C[C@@H]1CCCN(C2=C1C=CC=C2)S(=O)(=O)C2=CC=C(C=C2)C ((5S)-5-methoxycarbonylmethyl-1-(p-toluenesulfonyl)-2,3,4,5-tetrahydro-1H-benzazepine), [OH-].[Na+] (sodium hydroxide), Cl (hydrochloric acid). Solvent: CO (methanol). Conditions: temperature 80 celsius, time 3 hour. Yields the product C(=O)(O)C[C@@H]1CCCN(C2=C1C=CC=C2)S(=O)(=O)C2=CC=C(C=C2)C ((5S)-5-carboxymethyl-1-(p-toluenesulfonyl)-2,3,4,5-tetrahydro-1H-benzazepine). The yield is 98.7%. As a reaction SMILES: C[O:2][C:3]([CH2:5][C@H:6]1[C:12]2[CH:13]=[CH:14][CH:15]=[CH:16][C:11]=2[N:10]([S:17]([C:20]2[CH:25]=[CH:24][C:23]([CH3:26])=[CH:22][CH:21]=2)(=[O:19])=[O:18])[CH2:9][CH2:8][CH2:7]1)=[O:4].[OH-].[Na+].Cl>CO>[C:3]([CH2:5][C@H:6]1[C:12]2[CH:13]=[CH:14][CH:15]=[CH:16][C:11]=2[N:10]([S:17]([C:20]2[CH:21]=[CH:22][C:23]([CH3:26])=[CH:24][CH:25]=2)(=[O:18])=[O:19])[CH2:9][CH2:8][CH2:7]1)([OH:4])=[O:2] |f:1.2|. Reported procedure: A mixture of (5S)-5-methoxycarbonylmethyl-1-(p-toluenesulfonyl)-2,3,4,5-tetrahydro-1H-benzazepine (0.20 g), a 5% aqueous sodium hydroxide solution (10 ml) and methanol (10 ml) is heated with stirring at 80° C. for three hours. To the reaction solution is added ice, and the mixture is acidified with conc. hydrochloric acid, and extracted with dichloromethane. The extract is dried over sodium sulfate, and concentrated under reduced pressure to remove the solvent to give (5S)-5-carboxymethyl-1-(p-t... Starting materials: Cl (HCl), BrC1=C(C=C(C=2N(C(=NC21)C2=CC=C(C=C2)C(C)C)CCOC)OC)C(=O)C2=CC(=CC=C2)OC ([4-bromo-2-(4-isopropyl-phenyl)-7-methoxy-1-(2-methoxy-ethyl)-1H-benzoimidazol-5-yl]-(3-methoxy-phenyl)-methanone), [OH-].[K+] (KOH), O.NN (hydrazine-monohydrate). Run in O (water). Reaction conditions: temperature 190 celsius, time 2 hour. The product is BrC1=C(C=C(C=2N(C(=NC21)C2=CC=C(C=C2)C(C)C)CCOC)OC)CC2=CC(=CC=C2)OC (4-Bromo-2-(4-isopropyl-phenyl)-7-methoxy-5-(3-methoxy-benzyl)-1-(2-methoxy-ethyl)-1H-benzoimidazole). The yield is 16.4%. Reaction SMILES: [Br:1][C:2]1[C:10]2[N:9]=[C:8]([C:11]3[CH:16]=[CH:15][C:14]([CH:17]([CH3:19])[CH3:18])=[CH:13][CH:12]=3)[N:7]([CH2:20][CH2:21][O:22][CH3:23])[C:6]=2[C:5]([O:24][CH3:25])=[CH:4][C:3]=1[C:26]([C:28]1[CH:33]=[CH:32][CH:31]=[C:30]([O:34][CH3:35])[CH:29]=1)=O.[OH-].[K+].O.NN.Cl>O>[Br:1][C:2]1[C:10]2[N:9]=[C:8]([C:11]3[CH:12]=[CH:13][C:14]([CH:17]([CH3:19])[CH3:18])=[CH:15][CH:16]=3)[N:7]([CH2:20][CH2:21][O:22][CH3:23])[C:6]=2[C:5]([O:24][CH3:25])=[CH:4][C:3]=1[CH2:26][C:28]1[CH:33]=[CH:32][CH:31]=[C:30]([O:34][CH3:35])[CH:29]=1 |f:1.2,3.4|. Procedure details: A mixture of 125 mg (0.233 mmol) [4-bromo-2-(4-isopropyl-phenyl)-7-methoxy-1-(2-methoxy-ethyl)-1H-benzoimidazol-5-yl]-(3-methoxy-phenyl)-methanone (example 26o), 45 mg KOH pellets, 3.2 ml hydrazine-monohydrate, 0.5 ml water and 13 ml ethyleneglykol is stirred at 190° C. for 2 h. After that the reaction mixture is poured on 4N HCl-solution and extracted (3×) with ethyl acetate. The combined organic layers are washed with water (2×) and brine, dried over MgSO4, filtered and concentrated in vacuo. ...